From a dataset of the Open Reaction Database (ORD), a public repository of structured organic reaction records. describe an organic reaction: reactants, conditions, products, and yield The reactants are [Br-], COC(=O)c1cnc2[nH]ccc2c1, CCCC[N+](CCCC)(CCCC)CCCC, ClCCl, [Na+], [OH-], O=S(=O)(Cl)Cl, c1ccccc1. Product: COC(=O)c1cnc2c(ccn2S(=O)(=O)c2ccccc2)c1. RXN SMILES: [Br-:27].[CH3:1][O:2][C:3](=[O:4])[c:5]1[cH:6][c:7]2[c:8]([n:9][cH:10]1)[nH:11][cH:12][cH:13]2.[CH3:28][CH2:29][CH2:30][CH2:31][N+:32]([CH2:33][CH2:34][CH2:35][CH3:36])([CH2:37][CH2:38][CH2:39][CH3:40])[CH2:41][CH2:42][CH2:43][CH3:44].[Cl:45][CH2:46][Cl:47].[Na+:15].[OH-:14].[S:16](=[O:17])(=[O:18])([Cl:19])[Cl:20].[cH:21]1[cH:22][cH:23][cH:24][cH:25][cH:26]1>>[CH3:1][O:2][C:3](=[O:4])[c:5]1[cH:6][c:7]2[c:8]([n:9][cH:10]1)[n:11]([S:16](=[O:17])(=[O:18])[c:21]1[cH:22][cH:23][cH:24][cH:25][cH:26]1)[cH:12][cH:13]2. Reactants: O=C([O-])[O-], CC#N, Cl, Cl, O=C(NCC(F)(F)F)C1(CCCCBr)c2ccccc2-c2ccccc21, [K+], [K+], O, c1ccc(-c2cccc(N3CCNCC3)c2)cc1. Yields the product O=C(NCC(F)(F)F)C1(CCCCN2CCN(c3cccc(-c4ccccc4)c3)CC2)c2ccccc2-c2ccccc21. Reaction SMILES: [C:47](=[O:48])([O-:49])[O-:50].[CH3:53][C:54]#[N:55].[ClH:1].[ClH:2].[F:21][C:22]([CH2:23][NH:24][C:25](=[O:26])[C:27]1([CH2:40][CH2:41][CH2:42][CH2:43][Br:44])[c:28]2[cH:29][cH:30][cH:31][cH:32][c:33]2-[c:34]2[cH:35][cH:36][cH:37][cH:38][c:39]21)([F:45])[F:46].[K+:51].[K+:52].[OH2:56].[c:3]1(-[c:15]2[cH:16][cH:17][cH:18][cH:19][cH:20]2)[cH:4][c:5]([N:9]2[CH2:10][CH2:11][NH:12][CH2:13][CH2:14]2)[cH:6][cH:7][cH:8]1>>[c:3]1(-[c:15]2[cH:16][cH:17][cH:18][cH:19][cH:20]2)[cH:4][c:5]([N:9]2[CH2:10][CH2:11][N:12]([CH2:43][CH2:42][CH2:41][CH2:40][C:27]3([C:25]([NH:24][CH2:23][C:22]([F:21])([F:45])[F:46])=[O:26])[c:28]4[cH:29][cH:30][cH:31][cH:32][c:33]4-[c:34]4[cH:35][cH:36][cH:37][cH:38][c:39]43)[CH2:13][CH2:14]2)[cH:6][cH:7][cH:8]1. The reactants are [Mg] (magnesium), C(CCCC)[C@@H]1CC[C@H](CC1)C=1C(CCCC1)=O (trans-4-pentylcyclohexylcyclohexenone), Grignard reagent, BrC1=CC=C(C=C1)Br (p-dibromobenzene), C(C)OCC (diethyl ether), Grignard reagent, Cl (hydrochloric acid). Yields the product C(CCCC)[C@@H]1CC[C@H](CC1)C1=CCC(CC1)(O)C1=CC=C(C=C1)Br (1-(trans-4-pentylcyclohexyl)-4-(4-bromophenyl)-4-hydroxycyclohexene). As a reaction SMILES: Br[C:2]1[CH:7]=[CH:6][C:5]([Br:8])=[CH:4][CH:3]=1.[Mg].[CH2:10]([C@H:15]1[CH2:20][CH2:19][C@H:18]([C:21]2[C:22](=O)[CH2:23][CH2:24][CH2:25][CH:26]=2)[CH2:17][CH2:16]1)[CH2:11][CH2:12][CH2:13][CH3:14].Cl.C([O:31]CC)C>>[CH2:10]([C@H:15]1[CH2:20][CH2:19][C@H:18]([C:21]2[CH2:22][CH2:23][C:24]([C:2]3[CH:7]=[CH:6][C:5]([Br:8])=[CH:4][CH:3]=3)([OH:31])[CH2:25][CH:26]=2)[CH2:17][CH2:16]1)[CH2:11][CH2:12][CH2:13][CH3:14]. Procedure details: A solution of 7.2 g of p-dibromobenzene in 40 ml of anhydrous diethyl ether was added dropwise under stirring at 10°-15° C. to 0.66 g of magnesium metal powder, followed by reaction at room temperature for one hour so that a Grignard reagent was formed. After 5 g of trans-4-pentylcyclohexylcyclohexenone were added under stirring at -10 ° to 0° C. to the thus-formed Grignard reagent, they were reacted at room temperature for additional 1 hour. After the completion of the reaction, diluted hydroch... Starting materials: C(C1=CC=CC=C1)OCCC(=O)NC=1C=C2C=NNC2=CC1 (3-(benzyloxy)-N-(1H-indazol-5-yl)propanamide), Cl (hydrochloric acid). Reagents/catalysts: [Pd] (Pd—C). Solvent: CO (methanol). Yields the product OCCC(=O)NC=1C=C2C=NNC2=CC1 (3-hydroxy-N-(1H-indazol-5-yl)propanamide). Isolated yield 58.0%. RXN SMILES: C([O:8][CH2:9][CH2:10][C:11]([NH:13][C:14]1[CH:15]=[C:16]2[C:20](=[CH:21][CH:22]=1)[NH:19][N:18]=[CH:17]2)=[O:12])C1C=CC=CC=1.Cl>CO.[Pd]>[OH:8][CH2:9][CH2:10][C:11]([NH:13][C:14]1[CH:15]=[C:16]2[C:20](=[CH:21][CH:22]=1)[NH:19][N:18]=[CH:17]2)=[O:12]. Procedure: To a solution of 3-(benzyloxy)-N-(1H-indazol-5-yl)propanamide (500 mg, 1.69 mmol) in methanol (100 ml) were added 1N-hydrochloric acid and 10% Pd—C (70 mg), and catalytic reduction was carried out at ordinary temperature and atmospheric pressure. After completion of the reaction, the catalyst was filtered off and the filtrate was concentrated under reduced pressure. The resulting residue was dissolved in a mixture of chloroform and methanol, followed by adding thereto hexane. The solid precipita... Reactants: NC1C(CCC2=CC=CC=C12)(C)C (1-amino-2,2-dimethyl-1,2,3,4-tetrahydronaphthalene), COC(CBr)=O (bromoacetic acid methyl ester). The solvent is C(C)OCC (diethyl ether), C(C)OCC (diethyl ether). Conditions: time 70 hour. Product: COC(CNC1C(CCC2=CC=CC=C12)(C)C)=O (N-(2,2-dimethyl-1,2,3,4-tetrahydronaphthalen-1-yl) glycine methyl ester). RXN SMILES: [NH2:1][CH:2]1[C:11]2[C:6](=[CH:7][CH:8]=[CH:9][CH:10]=2)[CH2:5][CH2:4][C:3]1([CH3:13])[CH3:12].[CH3:14][O:15][C:16](=[O:19])[CH2:17]Br>C(OCC)C>[CH3:14][O:15][C:16](=[O:19])[CH2:17][NH:1][CH:2]1[C:11]2[C:6](=[CH:7][CH:8]=[CH:9][CH:10]=2)[CH2:5][CH2:4][C:3]1([CH3:13])[CH3:12]. Procedure details: 65.2 g of 1-amino-2,2-dimethyl-1,2,3,4-tetrahydronaphthalene are solved in 250 ml of diethyl ether. To this solution is dropwise added a solution of 28.5 g of bromoacetic acid methyl ester in 150 ml of diethyl ether. The mixture is stirred at room temperature for 70 hours. The precipitate is separated and the solution is concentrated to dryness, yielding N-(2,2-dimethyl-1,2,3,4-tetrahydronaphthalen-1-yl) glycine methyl ester quantitatively. Starting materials: COC(C1=CC(=CC=C1)NC1=C(N=C(S1)C)C(NC1=NC(=CC=C1)C)=O)=O (3-[2-methyl-4-(6-methyl-pyridin-2-ylcarbamoyl)-thiazol-5-ylamino]-benzoic acid methyl ester), [H-].[Al+3].[Li+].[H-].[H-].[H-] (lithium aluminium hydride). Yields the product CC1=CC=CC(=N1)NC(=O)C=1N=C(SC1NC1=CC(=CC=C1)CO)C (5-(3-Hydroxymethyl-phenylamino)-2-methyl-thiazole-4-carboxylic acid (6-methyl-pyridin-2-yl)-amide). Reaction SMILES: C[O:2][C:3](=O)[C:4]1[CH:9]=[CH:8][CH:7]=[C:6]([NH:10][C:11]2[S:15][C:14]([CH3:16])=[N:13][C:12]=2[C:17](=[O:26])[NH:18][C:19]2[CH:24]=[CH:23][CH:22]=[C:21]([CH3:25])[N:20]=2)[CH:5]=1.[H-].[Al+3].[Li+].[H-].[H-].[H-]>>[CH3:25][C:21]1[N:20]=[C:19]([NH:18][C:17]([C:12]2[N:13]=[C:14]([CH3:16])[S:15][C:11]=2[NH:10][C:6]2[CH:7]=[CH:8][CH:9]=[C:4]([CH2:3][OH:2])[CH:5]=2)=[O:26])[CH:24]=[CH:23][CH:22]=1 |f:1.2.3.4.5.6|. Procedure details: The title compound, MS (ISP): m/e=354.9 (M+H+), was prepared by reduction of 3-[2-methyl-4-(6-methyl-pyridin-2-ylcarbamoyl)-thiazol-5-ylamino]-benzoic acid methyl ester (prepared as illustrated in example 147) with lithium aluminium hydride, as described for example 142. As a reaction SMILES: [NH2:1][C:2]1[CH:3]=[C:4]([CH:10]=[CH:11][C:12]=1[NH:13][CH3:14])[C:5]([O:7][CH2:8][CH3:9])=[O:6].C(=O)(O)[O-].[Na+].[C:20](OC(=O)C)(=O)[CH3:21]>>[CH3:14][N:13]1[C:12]2[CH:11]=[CH:10][C:4]([C:5]([O:7][CH2:8][CH3:9])=[O:6])=[CH:3][C:2]=2[N:1]=[C:20]1[CH3:21] |f:1.2|. The reactants are NC=1C=C(C(=O)OCC)C=CC1NC (Ethyl 3-amino-4-methylaminobenzoate), C([O-])(O)=O.[Na+] (sodium bicarbonate), C(C)(=O)OC(C)=O (acetic anhydride). Procedure details: Ethyl 3-amino-4-methylaminobenzoate (1.00 g, 5.15 mmol) prepared in the Step 1-1-3 was dissolved in acetic anhydride (4 ml), and the mixture was heated under reflux for 19 hours. After being allowed to cool, the mixture was neutralized with a saturated sodium bicarbonate solution and subjected to extraction with ethyl acetate. The extract was dried over anhydrous magnesium sulfate and then concentrated. The concentrate was purified by silica gel column chromatography (chloroform:methanol=10:1) t... The product is CN1C(=NC2=C1C=CC(=C2)C(=O)OCC)C (Ethyl 1,2-dimethyl-1H-benzimidazole-5-carboxylate). Solvent: CO (methanol). The product is COC=1C=CC2=NC=C3C(=C2N1)CC(O3)CO ((8-methoxy-1,2-dihydro-3-oxa-5,9-diaza-cyclopenta[a]naphthalene-2-yl)-methanol). Procedure details: A 2.0 N hydrochloric acid aqueous solution (5 mL) is added at room temperature to a stirred solution of 2-(tert-butyl-dimethyl-silanyloxymethyl)-8-methoxy-1,2-dihydro-3-oxa-5,9-diaza-cyclopenta[a]naphthalene (600 mg, 1.7 mmol, 1.0 eq) in methanol (20 mL). After 2 hours stirring at room temperature, solvent is removed, the residue is extracted with dichloromethane (3×30 mL) and water (30 mL) and the pH is adjusted to 8 by the addition of a saturated sodium carbonate aqueous solution. The combined... Run at time 2 hour. Reactants: Cl (hydrochloric acid), C(C)(C)(C)[SiH2]OC(C1OC=2C(=C3N=C(C=CC3=NC2)OC)C1)(C)C (2-(tert-butyl-dimethyl-silanyloxymethyl)-8-methoxy-1,2-dihydro-3-oxa-5,9-diaza-cyclopenta[a]naphthalene). Yield: 101.3%. Reaction SMILES: Cl.C([SiH2][O:7][C:8](C)(C)[CH:9]1[CH2:23][C:12]2=[C:13]3[C:18](=[N:19][CH:20]=[C:11]2[O:10]1)[CH:17]=[CH:16][C:15]([O:21][CH3:22])=[N:14]3)(C)(C)C>CO>[CH3:22][O:21][C:15]1[CH:16]=[CH:17][C:18]2[C:13]([N:14]=1)=[C:12]1[CH2:23][CH:9]([CH2:8][OH:7])[O:10][C:11]1=[CH:20][N:19]=2. Reactants: BrC=1C=C2CC(NC2=CC1)=O (5-Bromo-1,3-dihydroindol-2-one), C(C)N(CCCN)CC.C(=O)C1=C(C(=C(N1)C(C)C)C(=O)O)C(C)C (5-formyl-2,4-diisopropyl-1H-pyrrole-3-carboxylic acid (3-diethylaminopropyl)amine). Product: C(C)N(CCCNC(=O)C1=C(NC(=C1C(C)C)C=C1C(NC2=CC=C(C=C12)Br)=O)C(C)C)CC (5-(5-Bromo-2-oxo-1,2-dihydroindol-3-ylidenemethyl)-2,4-diisopropyl-1H-pyrrole-3-carboxylic acid (3-diethylamino-propyl)amide). Yield: 25.8%. As a reaction SMILES: [Br:1][C:2]1[CH:3]=[C:4]2[C:8](=[CH:9][CH:10]=1)[NH:7][C:6](=[O:11])[CH2:5]2.[CH2:12]([N:14]([CH2:19][CH3:20])[CH2:15][CH2:16][CH2:17][NH2:18])[CH3:13].[CH:21]([C:23]1[NH:27][C:26]([CH:28]([CH3:30])[CH3:29])=[C:25]([C:31](O)=[O:32])[C:24]=1[CH:34]([CH3:36])[CH3:35])=O>>[CH2:12]([N:14]([CH2:19][CH3:20])[CH2:15][CH2:16][CH2:17][NH:18][C:31]([C:25]1[C:24]([CH:34]([CH3:35])[CH3:36])=[C:23]([CH:21]=[C:5]2[C:4]3[C:8](=[CH:9][CH:10]=[C:2]([Br:1])[CH:3]=3)[NH:7][C:6]2=[O:11])[NH:27][C:26]=1[CH:28]([CH3:30])[CH3:29])=[O:32])[CH3:13] |f:1.2|. Procedure details: 5-Bromo-1,3-dihydroindol-2-one (90 mg, 0.42 mmol) was conducted with 5-formyl-2,4-diisopropyl-1H-pyrrole-3-carboxylic acid (3-diethylaminopropyl)amine (140 mg) to give 54 mg (25%) of the title compound as red-brown solid.